This data is from the Open Reaction Database (ORD), a public repository of structured organic reaction records. The task is: describe an organic reaction: reactants, conditions, products, and yield Reactants: COCOC1=CC=C(C=C1)N1N(C(C1(C)C)=O)C1C2CC3CC(CC1C3)C2 (1-[4-(methoxymethoxy)phenyl]-4,4-dimethyl-2-(adamantan-2-yl)-1,2-diazetidin-3-one), Cl (hydrochloric acid), [Cl-].[NH4+] (ammonium chloride). Solvent: CO (methanol). Reaction conditions: temperature 50 celsius, time 30 minute. Product: CC1(C(N(N1C1=CC=C(C=C1)O)C1C2CC3CC(CC1C3)C2)=O)C (4,4-dimethyl-1-(4-hydroxyphenyl)-2-(adamantan-2-yl)-1,2-diazetidin-3-one). The yield is 68.9%. RXN SMILES: COC[O:4][C:5]1[CH:10]=[CH:9][C:8]([N:11]2[C:14]([CH3:16])([CH3:15])[C:13](=[O:17])[N:12]2[CH:18]2[CH:25]3[CH2:26][CH:21]4[CH2:22][CH:23]([CH2:27][CH:19]2[CH2:20]4)[CH2:24]3)=[CH:7][CH:6]=1.Cl.[Cl-].[NH4+]>CO>[CH3:15][C:14]1([CH3:16])[N:11]([C:8]2[CH:9]=[CH:10][C:5]([OH:4])=[CH:6][CH:7]=2)[N:12]([CH:18]2[CH:19]3[CH2:27][CH:23]4[CH2:22][CH:21]([CH2:26][CH:25]2[CH2:24]4)[CH2:20]3)[C:13]1=[O:17] |f:2.3|. Reported procedure: A solution of 1-[4-(methoxymethoxy)phenyl]-4,4-dimethyl-2-(adamantan-2-yl)-1,2-diazetidin-3-one (62.5 mg, 0.169 mmol) prepared in Example 214 in methanol was added with concentrated hydrochloric acid (0.3 mL) under ice-cold conditions, and the resultant was stirred at 50° C. for 30 minutes. The reaction solution was added under ice-cold conditions with a saturated aqueous solution of ammonium chloride, extracted with chloroform, and concentrated in vacuo. The obtained residue was purified using ... Reactants: C(C)(C)(C)OC(=O)N[C@@H](CCOCC1=CC=C(C=C1)OC)C(=O)N[C@H]([C@H]([C@H]([C@@H](C(=O)N[C@@H](CC(=O)OC(C1=CC=CC=C1)C1=CC=CC=C1)C1=CC=CC=C1)O)O)O)CO (diphenylmethyl (S)-3-[(2S,3R,4R,5S)-5-(N-tert-butoxycarbonyl-O-(4-methoxybenzyl)-L-homoseryl)amino-2,3,4,6-tetrahydroxyhexanoyl]amino-3-phenylpropionate), Cl (hydrogen chloride). Solvent: C(C)(=O)OCC (ethyl acetate). Conditions: time 3 hour. Product: N[C@@H](CCO)C(=O)N[C@H]([C@H]([C@H]([C@@H](C(=O)N[C@@H](CC(=O)O)C1=CC=CC=C1)O)O)O)CO ((S)-3-[(2S,3R,4R,5S)-5-(L-homoseryl)amino-2,3,4,6-tetrahydroxyhexanoyl]amino-3-phenylpropionic acid). Yield: 49.6%. RXN SMILES: C(OC([NH:8][C@H:9]([C:22]([NH:24][C@@H:25]([CH2:59][OH:60])[C@@H:26]([OH:58])[C@@H:27]([OH:57])[C@H:28]([OH:56])[C:29]([NH:31][C@H:32]([C:50]1[CH:55]=[CH:54][CH:53]=[CH:52][CH:51]=1)[CH2:33][C:34]([O:36]C(C1C=CC=CC=1)C1C=CC=CC=1)=[O:35])=[O:30])=[O:23])[CH2:10][CH2:11][O:12]CC1C=CC(OC)=CC=1)=O)(C)(C)C.Cl>C(OCC)(=O)C>[NH2:8][C@H:9]([C:22]([NH:24][C@@H:25]([CH2:59][OH:60])[C@@H:26]([OH:58])[C@@H:27]([OH:57])[C@H:28]([OH:56])[C:29]([NH:31][C@H:32]([C:50]1[CH:51]=[CH:52][CH:53]=[CH:54][CH:55]=1)[CH2:33][C:34]([OH:36])=[O:35])=[O:30])=[O:23])[CH2:10][CH2:11][OH:12]. Procedure details: To diphenylmethyl (S)-3-[(2S,3R,4R,5S)-5-(N-tert-butoxycarbonyl-O-(4-methoxybenzyl)-L-homoseryl)amino-2,3,4,6-tetrahydroxyhexanoyl]amino-3-phenylpropionate (200 mg) was added 4N hydrogen chloride in ethyl acetate (10 ml) at room temperature and the mixture was stirred at room temperature for 3 hours. After concentration under reduced pressure, the residue was dissolved in water and washed with diethylether. The aqueous layer was passed through a column of DIAION CHP-20P (Mitsubishi kasei corpora... Reactants: COc1ccc(Cn2c(=O)c3cc(CNC(C)=O)ccc3n(C3CCN(C(=O)OCc4ccccc4)CC3)c2=O)cc1OC, CCO, O=C[O-], [NH4+]. Product: COc1ccc(Cn2c(=O)c3cc(CNC(C)=O)ccc3n(C3CCNCC3)c2=O)cc1OC. As a reaction SMILES: [C:1]([CH3:2])(=[O:3])[NH:4][CH2:5][c:6]1[cH:7][c:8]2[c:9](=[O:44])[n:10]([CH2:33][c:34]3[cH:35][c:36]([O:42][CH3:43])[c:37]([O:40][CH3:41])[cH:38][cH:39]3)[c:11](=[O:32])[n:12]([CH:16]3[CH2:17][CH2:18][N:19]([C:22]([O:23][CH2:24][c:25]4[cH:26][cH:27][cH:28][cH:29][cH:30]4)=[O:31])[CH2:20][CH2:21]3)[c:13]2[cH:14][cH:15]1.[CH3:49][CH2:50][OH:51].[CH:45]([O-:46])=[O:47].[NH4+:48]>>[C:1]([CH3:2])(=[O:3])[NH:4][CH2:5][c:6]1[cH:7][c:8]2[c:9](=[O:44])[n:10]([CH2:33][c:34]3[cH:35][c:36]([O:42][CH3:43])[c:37]([O:40][CH3:41])[cH:38][cH:39]3)[c:11](=[O:32])[n:12]([CH:16]3[CH2:17][CH2:18][NH:19][CH2:20][CH2:21]3)[c:13]2[cH:14][cH:15]1. The reactants are BrC=1C(=NC=C(C(=O)O)C1)OCCOC (5-bromo-6-(2-methoxy-ethoxy)-nicotinic acid), FC(C1=CC=C(C=C1)B(O)O)(F)F (4-trifluoromethylphenyl-boronic acid), N[C@H]1[C@@H](CCCC1)O ((1R,2R)-2-amino-cyclohexanol). Yields the product O[C@H]1[C@@H](CCCC1)NC(C1=CN=C(C(=C1)C1=CC=C(C=C1)C(F)(F)F)OCCOC)=O (N-((1R,2R)-2-Hydroxy-cyclohexyl)-6-(2-methoxy-ethoxy)-5-(4-trifluoromethyl-phenyl)-nicotinamide). RXN SMILES: Br[C:2]1[C:3]([O:11][CH2:12][CH2:13][O:14][CH3:15])=[N:4][CH:5]=[C:6]([CH:10]=1)[C:7]([OH:9])=O.[F:16][C:17]([F:28])([F:27])[C:18]1[CH:23]=[CH:22][C:21](B(O)O)=[CH:20][CH:19]=1.[NH2:29][C@@H:30]1[CH2:35][CH2:34][CH2:33][CH2:32][C@H:31]1[OH:36]>>[OH:36][C@@H:31]1[CH2:32][CH2:33][CH2:34][CH2:35][C@H:30]1[NH:29][C:7](=[O:9])[C:6]1[CH:10]=[C:2]([C:21]2[CH:22]=[CH:23][C:18]([C:17]([F:28])([F:27])[F:16])=[CH:19][CH:20]=2)[C:3]([O:11][CH2:12][CH2:13][O:14][CH3:15])=[N:4][CH:5]=1. Procedure: The title compound was synthesized in analogy to the procedure described for the preparation of Example 31b to c, using 5-bromo-6-(2-methoxy-ethoxy)-nicotinic acid, 4-trifluoromethylphenyl-boronic acid (commercially available) and (1R,2R)-2-amino-cyclohexanol (commercially available) as starting materials. MS (ISP): 439.0 (M+H+). The reactants are N,N-dicyclohexylcarbodiimide, BrC1=CC=C(CN(CCCN)C2=NC=CC=C2)C=C1 (N-(4-bromobenzyl)-N-(pyridin-2-yl)-propane-1,3-diamine), C(=S)=S (carbondisulfide). The solvent is O1CCCC1 (tetrahydrofuran), O1CCCC1 (tetrahydrofuran). Conditions: temperature -10 celsius, time 48 hour. The product is BrC1=CC=C(CN(C2=NC=CC=C2)CCCN=C=S)C=C1 (N-(4-bromobenzyl)-N-(3-isothiocyanatopropyl)-N-(pyridin-2-yl)amine). Isolated yield 88.3%. As a reaction SMILES: [Br:1][C:2]1[CH:19]=[CH:18][C:5]([CH2:6][N:7]([C:12]2[CH:17]=[CH:16][CH:15]=[CH:14][N:13]=2)[CH2:8][CH2:9][CH2:10][NH2:11])=[CH:4][CH:3]=1.[C:20](=S)=[S:21]>O1CCCC1>[Br:1][C:2]1[CH:19]=[CH:18][C:5]([CH2:6][N:7]([CH2:8][CH2:9][CH2:10][N:11]=[C:20]=[S:21])[C:12]2[CH:17]=[CH:16][CH:15]=[CH:14][N:13]=2)=[CH:4][CH:3]=1. Reported procedure: To a solution of N,N-dicyclohexylcarbodiimide (2.08 g, 10 mmol) in dry tetrahydrofuran (20 ml) was slowly added at -10° C. a solution of N-(4-bromobenzyl)-N-(pyridin-2-yl)-propane-1,3-diamine (3.20 g, 10 mmol) and carbondisulfide (4.3 ml, 70 mmol) in dry tetrahydrofuran (20 ml) under an atmosphere of nitrogen. The mixture was stirred at -10° C. for 3 h and for 48 h at room temperature. The reaction mixture was filtered and the solvent evaporated in vacuo. The residue (5.29 g) was extracted with ...